This data is from the Open Reaction Database (ORD), a public repository of structured organic reaction records. The task is: describe an organic reaction: reactants, conditions, products, and yield Starting materials: C(CCCCCCC)(=O)OCC(=O)OCC(=O)O (octanoyl-oxyacetyl-oxyacetic acid), C(C(=O)Cl)(=O)Cl (oxalyl chloride). Run at time 6 hour. Product: C(CCCCCCC)(=O)OCC(=O)OCC(=O)Cl (Octanoyl-oxyacetyl-oxyacetyl Chloride). Reaction SMILES: [C:1]([O:10][CH2:11][C:12]([O:14][CH2:15][C:16]([OH:18])=O)=[O:13])(=[O:9])[CH2:2][CH2:3][CH2:4][CH2:5][CH2:6][CH2:7][CH3:8].C(Cl)(=O)C([Cl:22])=O>>[C:1]([O:10][CH2:11][C:12]([O:14][CH2:15][C:16]([Cl:22])=[O:18])=[O:13])(=[O:9])[CH2:2][CH2:3][CH2:4][CH2:5][CH2:6][CH2:7][CH3:8]. Procedure details: 5.6 g (0.22 mole) octanoyl-oxyacetyl-oxyacetic acid, 50 ml hexame were placed in a 250 ml round bottom flask. 2.9 ml (0.03 mole) oxalyl chloride was added in one portion and the reaction stirred at room temperature for 6 hours. The reaction was then heated to 80° C., a distillation head attached with condenser and receiver, and the excess oxalyl chloride and solvent removed at reduced pressure. There remained 4.5 g of light yellow oil. IR spectrum reveals no free --OH and a broad v--C=O absorban... Starting materials: CNC (dimethylamine), C(C=C)OC(=O)C1=CC=C(C(=O)Cl)C=C1 (4-(allyloxycarbonyl)benzoyl chloride), O (water). The solvent is C1CCOC1 (THF). Run at time 1 hour. Yields the product CN(C(=O)C1=CC=C(C(=O)OCC=C)C=C1)C (allyl 4-(N,N'-dimethylcarbamoyl)benzoate). Reaction SMILES: [CH3:1][NH:2][CH3:3].[CH2:4]([O:7][C:8]([C:10]1[CH:18]=[CH:17][C:13]([C:14](Cl)=[O:15])=[CH:12][CH:11]=1)=[O:9])[CH:5]=[CH2:6].O>C1COCC1>[CH3:1][N:2]([CH3:3])[C:14]([C:13]1[CH:17]=[CH:18][C:10]([C:8]([O:7][CH2:4][CH:5]=[CH2:6])=[O:9])=[CH:11][CH:12]=1)=[O:15]. Procedure details: 20 ml of dimethylamine (40% in water) were introduced into a round-bottomed flask and a solution of 2.5 g (11.6 mmol) of 4-(allyloxycarbonyl)benzoyl chloride in 50 ml of THF was added dropwise. The reaction mixture was stirred at room temperature for 1 hour. The reaction mixture was poured into water and extracted with ethyl ether. The organic phase was separated by settling, dried over magnesium sulfate and evaporated. 2.7 g (100%) of the expected amide were recovered in the form of a slightly ... Run in CO (methanol). Reported procedure: In an analogous manner to general procedure V, 1-[2-(2-bromoethoxy)ethyl]-3-(2,6-difluorophenyl)-1,3-dihydro-2,1,3-benzothiadiazole 2,2-dioxide (0.1 g, 0.23 mmol) was treated with 8N methylamine in methanol to give 2-{2-[3-(2,6-difluorophenyl)-2,2-dioxido-2,1,3-benzothiadiazol-1(3H)-yl]ethoxy}-N-methylethanamine which was treated with 1N hydrochloric acid in ether to give its hydrochloride salt as a white solid (0.24 g, 25%). HRMS: calcd for C17H19F2N3O3S+H+, 384.11879; found (ESI, [M+H]+Obs'd),... Reactants: BrCCOCCN1S(N(C2=C1C=CC=C2)C2=C(C=CC=C2F)F)(=O)=O (1-[2-(2-bromoethoxy)ethyl]-3-(2,6-difluorophenyl)-1,3-dihydro-2,1,3-benzothiadiazole 2,2-dioxide), CN (methylamine). Yields the product FC1=C(C(=CC=C1)F)N1S(N(C2=C1C=CC=C2)CCOCCNC)(=O)=O (2-{2-[3-(2,6-difluorophenyl)-2,2-dioxido-2,1,3-benzothiadiazol-1(3H)-yl]ethoxy}-N-methylethanamine). Reaction SMILES: Br[CH2:2][CH2:3][O:4][CH2:5][CH2:6][N:7]1[C:11]2[CH:12]=[CH:13][CH:14]=[CH:15][C:10]=2[N:9]([C:16]2[C:21]([F:22])=[CH:20][CH:19]=[CH:18][C:17]=2[F:23])[S:8]1(=[O:25])=[O:24].[CH3:26][NH2:27]>CO>[F:23][C:17]1[CH:18]=[CH:19][CH:20]=[C:21]([F:22])[C:16]=1[N:9]1[C:10]2[CH:15]=[CH:14][CH:13]=[CH:12][C:11]=2[N:7]([CH2:6][CH2:5][O:4][CH2:3][CH2:2][NH:27][CH3:26])[S:8]1(=[O:25])=[O:24]. Starting materials: BrC1=CC(=C(S1)[N+](=O)[O-])C(=O)N (5-bromo-2-nitrothiophene-3-carboxamide), FC1(COC1)C1=CC=C(C=C1)C1=CC(=C(S1)[N+](=O)[O-])C(=O)N (5-[4-(3-fluorooxetan-3-yl)phenyl]-2-nitrothiophene-3-carboxamide). Yields the product NC=1SC(=CC1C(=O)N)C1=CC=C(C=C1)C1(COC1)F (2-Amino-5-[4-(3-fluorooxetan-3-yl)phenyl]thiophene-3-carboxamide). Reaction SMILES: BrC1SC([N+]([O-])=O)=C(C(N)=O)C=1.[F:13][C:14]1([C:18]2[CH:23]=[CH:22][C:21]([C:24]3[S:28][C:27]([N+:29]([O-])=O)=[C:26]([C:32]([NH2:34])=[O:33])[CH:25]=3)=[CH:20][CH:19]=2)[CH2:17][O:16][CH2:15]1>>[NH2:29][C:27]1[S:28][C:24]([C:21]2[CH:22]=[CH:23][C:18]([C:14]3([F:13])[CH2:15][O:16][CH2:17]3)=[CH:19][CH:20]=2)=[CH:25][C:26]=1[C:32]([NH2:34])=[O:33]. Procedure details: The title compound was prepared according to the general procedure in Intermediate 10 Step 6 using 5-[4-(3-fluorooxetan-3-yl)phenyl]-2-nitrothiophene-3-carboxamide (272 mg, 0.84 mmol) as the starting material. Starting materials: ClC1=NC=C(C(=N1)NC)[N+](=O)[O-] (2-chloro-4-(methylamino)-5-nitropyrimidine), NC1=CC=C(C=C1)N1CCOCC1 (4-(4-aminophenyl)morpholine). The solvent is C1CCOC1 (THF), CC(C)O (2-propanol), O (water). Run at temperature 50 celsius, time 30 minute. Product: CNC1=NC(=NC=C1[N+](=O)[O-])NC1=CC=C(C=C1)N1CCOCC1 (4-(Methylamino)-2-[[4-(morpholin-4-yl)phenyl]amino]-5-nitropyrimidine). The yield is 98.1%. Reaction SMILES: Cl[C:2]1[N:7]=[C:6]([NH:8][CH3:9])[C:5]([N+:10]([O-:12])=[O:11])=[CH:4][N:3]=1.[NH2:13][C:14]1[CH:19]=[CH:18][C:17]([N:20]2[CH2:25][CH2:24][O:23][CH2:22][CH2:21]2)=[CH:16][CH:15]=1>C1COCC1.CC(O)C.O>[CH3:9][NH:8][C:6]1[C:5]([N+:10]([O-:12])=[O:11])=[CH:4][N:3]=[C:2]([NH:13][C:14]2[CH:15]=[CH:16][C:17]([N:20]3[CH2:25][CH2:24][O:23][CH2:22][CH2:21]3)=[CH:18][CH:19]=2)[N:7]=1. Reported procedure: To a room temperature solution of 0.943 g (5 mmol) of 2-chloro-4-(methylamino)-5-nitropyrimidine in 25 mL THF is added a solution of 1.96 g (11 mmol) of 4-(4-aminophenyl)morpholine in 100 mL of 2-propanol, and the resulting mixture is heated and stirred at 50° C. for 30 minutes. The mixture is then diluted with water, the solid precipitate is collected, washed with water, and dried, to give 1.62 g (98%) of the title compound: mp (EtOH) 240–241° C. Run in CS(=O)C (DMSO), [Cl-].[Na+].O (brine). Reported procedure: 3-Aminopyrazole (2 g, 23 mmol) were dissolved in 15 ml DMSO. Potassium hydroxide (3.8 g, 69 mmol) was added and the mixture was stirred at room temperature for 30 min. 2-Bromoethyl methyl ether (3.2 g, 23 mmol) was added and stirring was continued at room temperature overnight. The reaction mixture was poured into 100 ml brine and extracted three time with 100 ml ethyl acetate. The organic phases were pooled, dried with sodium sulfate and evaporated. The two regiosomers were separated by flash c... Reaction SMILES: [NH2:1][C:2]1[CH:6]=[CH:5][NH:4][N:3]=1.[OH-].[K+].[CH3:9][O:10][CH2:11][CH2:12]Br>CS(C)=O.[Cl-].[Na+].O>[CH3:9][O:10][CH2:11][CH2:12][N:4]1[CH:5]=[CH:6][C:2]([NH2:1])=[N:3]1 |f:1.2,5.6.7|. Product: COCCN1N=C(C=C1)N (1-(2-Methoxy-ethyl)-1H-pyrazol-3-ylamine), oil. Reactants: NC1=NNC=C1 (3-Aminopyrazole), COCCBr (2-Bromoethyl methyl ether), [OH-].[K+] (Potassium hydroxide). The yield is 25.0%. Reaction conditions: time 30 minute.